Dataset: the Open Reaction Database (ORD), a public repository of structured organic reaction records. Task: describe an organic reaction: reactants, conditions, products, and yield Reactants: C1CCOC1, O=C=Nc1cccc(Cl)c1Cl, CC(C)(C)c1cc(N)n(-c2ccc3c(c2)C(=O)CC3)n1, O. Yields the product CC(C)(C)c1cc(NC(=O)Nc2cccc(Cl)c2Cl)n(-c2ccc3c(c2)C(=O)CC3)n1. As a reaction SMILES: [CH2:33]1[O:34][CH2:35][CH2:36][CH2:37]1.[Cl:21][c:22]1[c:23]([Cl:31])[c:24]([N:28]=[C:29]=[O:30])[cH:25][cH:26][cH:27]1.[NH2:1][c:2]1[cH:3][c:4]([C:17]([CH3:18])([CH3:19])[CH3:20])[n:5][n:6]1-[c:7]1[cH:8][cH:9][c:10]2[c:14]([cH:15]1)[C:13](=[O:16])[CH2:12][CH2:11]2.[OH2:32]>>[NH:1]([c:2]1[cH:3][c:4]([C:17]([CH3:18])([CH3:19])[CH3:20])[n:5][n:6]1-[c:7]1[cH:8][cH:9][c:10]2[c:14]([cH:15]1)[C:13](=[O:16])[CH2:12][CH2:11]2)[C:29]([NH:28][c:24]1[c:23]([Cl:31])[c:22]([Cl:21])[cH:27][cH:26][cH:25]1)=[O:30].